This data is from the Open Reaction Database (ORD), a public repository of structured organic reaction records. The task is: describe an organic reaction: reactants, conditions, products, and yield Solvent: C1=CC=CC=C1 (benzene). The product is C(#N)C1C(C2(OCCO2)CC1)CCCCCCCO (7-cyano-6-(7-hydroxyheptyl)-1,4-dioxaspiro[4,4]nonane). Isolated yield 80.6%. Reagents/catalysts: C1(=CC=C(C=C1)S(=O)(=O)O)C (p-toluenesulphonic acid). Reaction SMILES: [OH:1][CH2:2][CH2:3][CH2:4][CH2:5][CH2:6][CH2:7][CH2:8][CH:9]1[C:13](=[O:14])[CH2:12][CH2:11][CH:10]1[C:15]#[N:16].[CH2:17](O)[CH2:18][OH:19]>C1(C)C=CC(S(O)(=O)=O)=CC=1.C1C=CC=CC=1>[C:15]([CH:10]1[CH2:11][CH2:12][C:13]2([O:19][CH2:18][CH2:17][O:14]2)[CH:9]1[CH2:8][CH2:7][CH2:6][CH2:5][CH2:4][CH2:3][CH2:2][OH:1])#[N:16]. Reactants: OCCCCCCCC1C(CCC1=O)C#N (2-(7-hydroxyheptyl)-3-oxocyclopentanecarbonitrile), C(CO)O (ethylene glycol). Procedure details: A mixture of 2-(7-hydroxyheptyl)-3-oxocyclopentanecarbonitrile (20 g.), ethylene glycol (5.6 g.), p-toluenesulphonic acid (1 g.) and benzene (160 ml.) was heated to reflux for 31/2 hours with continuous removal of water. The mixture was cooled to ambient temperature, anhydrous sodium carbonate was added, and after filtration through a bed of sodium carbonate, the solvent was removed under reduced pressure. The residue was distilled under reduced pressure to give 7-cyano-6-(7-hydroxyheptyl)-1,4-d... The yield is 88.3%. Reported procedure: A mixture of 1.69 g (3.58 mmol) of 4-(5-bromopentyloxy)-3-(3-ethoxy-3-oxopropyl)benzenepentanoic acid ethyl ester from the preceding example, 0.738 g (3.58 mmol) of 2,3-dihydro-7-hydroxy-8-propyl-4H-1-benzopyran-4-one, 2.07 g (14.98 mmol) of anhydrous potassium carbonate, and 37.5 mL of 2-butanone was stirred and refluxed for 18.5 hr. After being cooled to room temperature, the mixture was filtered through anhydrous magnesium sulfate and the solids were washed thoroughly with ethyl acetate. The ... Product: C(C)OC(CCCC(C1=CC(=C(C=C1)OCCCCCOC1=C(C2=C(C(CCO2)=O)C=C1)CCC)CCC(=O)OCC)=O)=O (4-[[5-[(3,4-Dihydro-4-oxo-8-propyl-2H-1-benzopyran-7-yl)oxy]pentyl]oxy]-3-(3-ethoxy-3-oxopropyl)-δ-oxobenzenepentanoic Acid Ethyl Ester). Reaction SMILES: [CH2:1]([O:3][C:4](=[O:29])[CH2:5][CH2:6][CH2:7][CH2:8][C:9]1[CH:14]=[CH:13][C:12]([O:15][CH2:16][CH2:17][CH2:18][CH2:19][CH2:20]Br)=[C:11]([CH2:22][CH2:23][C:24]([O:26][CH2:27][CH3:28])=[O:25])[CH:10]=1)[CH3:2].[OH:30][C:31]1[CH:41]=[CH:40][C:34]2[C:35](=[O:39])[CH2:36][CH2:37][O:38][C:33]=2[C:32]=1[CH2:42][CH2:43][CH3:44].C(=O)([O-])[O-:46].[K+].[K+]>CC(=O)CC>[CH2:1]([O:3][C:4](=[O:29])[CH2:5][CH2:6][CH2:7][C:8](=[O:46])[C:9]1[CH:14]=[CH:13][C:12]([O:15][CH2:16][CH2:17][CH2:18][CH2:19][CH2:20][O:30][C:31]2[CH:41]=[CH:40][C:34]3[C:35](=[O:39])[CH2:36][CH2:37][O:38][C:33]=3[C:32]=2[CH2:42][CH2:43][CH3:44])=[C:11]([CH2:22][CH2:23][C:24]([O:26][CH2:27][CH3:28])=[O:25])[CH:10]=1)[CH3:2] |f:2.3.4|. Run in CC(CC)=O (2-butanone). Reactants: C(C)OC(CCCCC1=CC(=C(C=C1)OCCCCCBr)CCC(=O)OCC)=O (4-(5-bromopentyloxy)-3-(3-ethoxy-3-oxopropyl)benzenepentanoic acid ethyl ester), OC1=C(C2=C(C(CCO2)=O)C=C1)CCC (2,3-dihydro-7-hydroxy-8-propyl-4H-1-benzopyran-4-one), C([O-])([O-])=O.[K+].[K+] (potassium carbonate). Reactants: COCOC1=CC(=CC2=C1C(=C(C(O2)(C)C)CCC(=O)O)C)CCCCC (5-(Methoxymethoxy)-2,2,4-trimethyl-7-pentyl-2H-1-benzopyran-3-propanoic acid), C1(=CC=C(C=C1)S(=O)(=O)O)C.[NH+]1=CC=CC=C1 (pyridinium para-toluenesulfonic acid). Run in C(C)(C)(C)O (tert-butyl alcohol). Product: OC1=CC(=CC2=C1C(=C(C(O2)(C)C)CCC(=O)O)C)CCCCC (5-Hydroxy-2,2,4-trimethyl-7-pentyl-2H-1-benzopyran-3-propanoic acid). RXN SMILES: COC[O:4][C:5]1[C:10]2[C:11]([CH3:22])=[C:12]([CH2:17][CH2:18][C:19]([OH:21])=[O:20])[C:13]([CH3:16])([CH3:15])[O:14][C:9]=2[CH:8]=[C:7]([CH2:23][CH2:24][CH2:25][CH2:26][CH3:27])[CH:6]=1.C1(C)C=CC(S(O)(=O)=O)=CC=1.[NH+]1C=CC=CC=1>C(O)(C)(C)C>[OH:4][C:5]1[C:10]2[C:11]([CH3:22])=[C:12]([CH2:17][CH2:18][C:19]([OH:21])=[O:20])[C:13]([CH3:16])([CH3:15])[O:14][C:9]=2[CH:8]=[C:7]([CH2:23][CH2:24][CH2:25][CH2:26][CH3:27])[CH:6]=1 |f:1.2|. Procedure: To a solution of 0.55 g (1.65 mmol) of 5-(Methoxymethoxy)-2,2,4-trimethyl-7-pentyl-2H-1-benzopyran-3-propanoic acid in 60 mL of tert-butyl alcohol (MCB Chem. Co.) under argon was added 4.16 g (10 eq.) of pyridinium para-toluenesulfonic acid (Aldrich) and the reaction mixture boiled under reflux for 1 hr. The reaction mixture was cooled with an ice-water bath and then partitioned between 500 mL of EtOAc and 100 mL of water. The phases were separated and the organic phase washed with water (5×100 ... Reported procedure: Methanol (6 mL), trimethyl orthoformate (262 mg, 2.4 mmol), and p-toluenesulfonic acid monohydrate (TsOH.H2O) (38 mg, 0.2 mmol) were added to 1-(3-tert-butyl-5-iodo-4-methoxyphenyl)ethanone (664 mg, 2 mmol), and this was stirred at room temperature for 2 hours, and then at 60° C. for 1 hour. After stirring for another 3 hours at 0° C., potassium carbonate (138 mg, 1.0 mmol) was added, and after stirring for 1.5 hours on ice, the reaction solution was concentrated to dryness. Water (5 mL) and tol... Product: C(C)(C)(C)C1=CC(=CC(=C1OC)I)C(C)(OC)OC (6-tert-Butyl-4-(1,1-dimethoxyethyl)-2-iodoanisole). The reactants are C(OC)(OC)OC (trimethyl orthoformate), O.C1(=CC=C(C=C1)S(=O)(=O)O)C (p-toluenesulfonic acid monohydrate), C(C)(C)(C)C=1C=C(C=C(C1OC)I)C(C)=O (1-(3-tert-butyl-5-iodo-4-methoxyphenyl)ethanone), C([O-])([O-])=O.[K+].[K+] (potassium carbonate). The solvent is CO (Methanol). As a reaction SMILES: [CH:1]([O:6][CH3:7])([O:4][CH3:5])OC.O.[C:9]1(C)C=CC(S(O)(=O)=O)=CC=1.[C:20]([C:24]1[CH:25]=[C:26](C(=O)C)[CH:27]=[C:28]([I:32])[C:29]=1[O:30][CH3:31])([CH3:23])([CH3:22])[CH3:21].C(=O)([O-])[O-].[K+].[K+]>CO>[C:20]([C:24]1[C:29]([O:30][CH3:31])=[C:28]([I:32])[CH:27]=[C:26]([C:1]([O:4][CH3:5])([O:6][CH3:7])[CH3:9])[CH:25]=1)([CH3:23])([CH3:21])[CH3:22] |f:1.2,4.5.6|. Run at time 2 hour. The yield is 935.9%. Reactants: O=C(Cl)OCC(Cl)(Cl)Cl, ClCCl, Nc1ccc(Sc2ccc(C(=O)Nc3ccc(Br)cn3)cc2[N+](=O)[O-])cc1, c1ccncc1. Yields the product O=C(Nc1ccc(Sc2ccc(C(=O)Nc3ccc(Br)cn3)cc2[N+](=O)[O-])cc1)OCC(Cl)(Cl)Cl. As a reaction SMILES: [Cl:34][C:35](=[O:36])[O:37][CH2:38][C:39]([Cl:40])([Cl:41])[Cl:42].[Cl:43][CH2:44][Cl:45].[NH2:1][c:2]1[cH:3][cH:4][c:5]([S:8][c:9]2[c:10]([N+:25](=[O:26])[O-:27])[cH:11][c:12]([C:13](=[O:14])[NH:15][c:16]3[n:17][cH:18][c:19]([Br:22])[cH:20][cH:21]3)[cH:23][cH:24]2)[cH:6][cH:7]1.[cH:28]1[cH:29][cH:30][n:31][cH:32][cH:33]1>>[NH:1]([c:2]1[cH:3][cH:4][c:5]([S:8][c:9]2[c:10]([N+:25](=[O:26])[O-:27])[cH:11][c:12]([C:13](=[O:14])[NH:15][c:16]3[n:17][cH:18][c:19]([Br:22])[cH:20][cH:21]3)[cH:23][cH:24]2)[cH:6][cH:7]1)[C:35](=[O:36])[O:37][CH2:38][C:39]([Cl:40])([Cl:41])[Cl:42]. Starting materials: BrC1=C2C=CN(C2=CC=C1)S(=O)(=O)C1=C(C=CC=C1)C (4-Bromo-1-[(2-methylphenyl)sulfonyl]-1H-indole), BrC1=C2C=CN(C2=CC=C1)S(=O)(=O)C1=C(C=CC=C1)C (4-Bromo-1-[(2-methylphenyl)sulfonyl]-1H-indole), C(CCC)[Sn](C=C)(CCCC)CCCC (Tributyl(vinyl)stannane), Pd(PPh3)2OAc2. Solvent: CC#N (MeCN). Yields the product CC1=C(C=CC=C1)S(=O)(=O)N1C=CC2=C(C=CC=C12)C=C (1-[(2-Methylphenyl)sulfonyl]-4-vinyl-1H-indole). Isolated yield 70.5%. As a reaction SMILES: Br[C:2]1[CH:10]=[CH:9][CH:8]=[C:7]2[C:3]=1[CH:4]=[CH:5][N:6]2[S:11]([C:14]1[CH:19]=[CH:18][CH:17]=[CH:16][C:15]=1[CH3:20])(=[O:13])=[O:12].[CH2:21]([Sn](CCCC)(CCCC)C=C)[CH2:22]CC>CC#N>[CH3:20][C:15]1[CH:16]=[CH:17][CH:18]=[CH:19][C:14]=1[S:11]([N:6]1[C:7]2[C:3](=[C:2]([CH:21]=[CH2:22])[CH:10]=[CH:9][CH:8]=2)[CH:4]=[CH:5]1)(=[O:13])=[O:12]. Procedure: 4-Bromo-1-[(2-methylphenyl)sulfonyl]-1H-indole (500 mg, 1.43 mmol; Intermediate 14) was dissolved in dry MeCN (8 mL) and distributed into two microwave vials. Tributyl(vinyl)stannane (0.417 mL, 1.43 mmol) and Pd(PPh3)2OAc2 (27 mg, 0.036 mmol) was added to each vial. The reaction mixtures were irradiated with microwaves at 180° C. for 720 s. The mixtures were combined, filtered and concentrated. Purification was performed by flash chromatography (30% hexane in DCM). This afforded the product (300... The reactants are [N+](=O)([O-])C1=C(C=CC=C1)CC(=O)O ((2-nitrophenyl)acetic acid), [OH-].[Na+] (sodium hydroxide). Reagents/catalysts: [Pd] (palladium-on-carbon). The product is NC1=C(C=CC=C1)CC(=O)[O-].[Na+] (sodium (2-aminophenyl)acetate). RXN SMILES: [N+:1]([C:4]1[CH:9]=[CH:8][CH:7]=[CH:6][C:5]=1[CH2:10][C:11]([OH:13])=[O:12])([O-])=O.[OH-].[Na+:15]>[Pd]>[NH2:1][C:4]1[CH:9]=[CH:8][CH:7]=[CH:6][C:5]=1[CH2:10][C:11]([O-:13])=[O:12].[Na+:15] |f:1.2,4.5|. Procedure details: A solution of (2-nitrophenyl)acetic acid (18.1 g) in normal sodium hydroxide solution (120 cc) is hydrogenated in an autoclave under a pressure of 5 bar for 2.5 hours at 20° C. in the presence of 3% palladium-on-carbon black (1.5 g). The solution of sodium (2-aminophenyl)acetate thus obtained is cooled to +5° C. and then treated with a solution of di-tert-butyl dicarbonate (26.16 g) in tetrahydrofuran (100 cc) and then with normal sodium hydroxide solution (80 cc). The reaction mixture is stirre... Starting materials: CC1=CC=C2C(CC3(CCNCC3)C2=C1)CC(=O)O ((±)-2-(6-Methyl-2,3-dihydrospiro[indene-1,4′-piperidine]-3-yl)acetic acid), C12C(C3CC(CC(C1)C3)C2)N=C=O (2-adamantyl isocyanate), CCN(C(C)C)C(C)C (i-Pr2NEt). Solvent: C(Cl)Cl (CH2Cl2), CCOC(=O)C (EtOAc). Reaction conditions: time 1 hour. Product: C12C(C3CC(CC(C1)C3)C2)NC(=O)N2CCC3(CC2)CC(C2=CC=C(C=C23)C)CC(=O)O ((±)-2-(1′-((2-adamantyl)carbamoyl)-6-methyl-2,3-dihydrospiro[indene-1,4′-piperidine]-3-yl)acetic acid). Isolated yield 65.8%. RXN SMILES: [CH3:1][C:2]1[CH:15]=[C:14]2[C:5]([CH:6]([CH2:16][C:17]([OH:19])=[O:18])[CH2:7][C:8]32[CH2:13][CH2:12][NH:11][CH2:10][CH2:9]3)=[CH:4][CH:3]=1.[CH:20]12[CH2:29][CH:24]3[CH2:25][CH:26]([CH2:28][CH:22]([CH2:23]3)[CH:21]1[N:30]=[C:31]=[O:32])[CH2:27]2.CCN(C(C)C)C(C)C>C(Cl)Cl.CCOC(C)=O>[CH:22]12[CH2:28][CH:26]3[CH2:25][CH:24]([CH2:29][CH:20]([CH2:27]3)[CH:21]1[NH:30][C:31]([N:11]1[CH2:10][CH2:9][C:8]3([C:14]4[C:5](=[CH:4][CH:3]=[C:2]([CH3:1])[CH:15]=4)[CH:6]([CH2:16][C:17]([OH:19])=[O:18])[CH2:7]3)[CH2:13][CH2:12]1)=[O:32])[CH2:23]2. Reported procedure: (±)-2-(6-Methyl-2,3-dihydrospiro[indene-1,4′-piperidine]-3-yl)acetic acid (0.071 mmol), 2-adamantyl isocyanate (14 mg, 1 equiv) and i-Pr2NEt (37 μL, 3 equiv.) were dissolved in CH2Cl2 (3 mL) and put on a shaker for 1 h at rt. The mixture was diluted with EtOAc (10 mL), washed with 3% aq HCl (2×4 mL), concentrated and purified by preparative HPLC to afford (±)-2-(1′-((2-adamantyl)carbamoyl)-6-methyl-2,3-dihydrospiro[indene-1,4′-piperidine]-3-yl)acetic acid (20.4 mg, 66% yield). LC-MS Method 1 tR=... The reactants are CCN(C(C)C)C(C)C, ClCCl, O=S(=O)(Cl)c1ccccc1, Cc1cc(N2CCNCC2)ccc1NC(=O)c1nc[nH]c1C(=O)Nc1nc2ccccc2[nH]1. Yields the product Cc1cc(N2CCN(S(=O)(=O)c3ccccc3)CC2)ccc1NC(=O)c1nc[nH]c1C(=O)Nc1nc2ccccc2[nH]1. RXN SMILES: [CH:44]([N:45]([CH2:46][CH3:47])[CH:48]([CH3:49])[CH3:50])([CH3:51])[CH3:52].[Cl:53][CH2:54][Cl:55].[c:34]1([S:40](=[O:41])(=[O:42])[Cl:43])[cH:35][cH:36][cH:37][cH:38][cH:39]1.[nH:1]1[c:2]([NH:10][C:11](=[O:12])[c:13]2[c:14]([C:18](=[O:19])[NH:20][c:21]3[c:22]([CH3:33])[cH:23][c:24]([N:27]4[CH2:28][CH2:29][NH:30][CH2:31][CH2:32]4)[cH:25][cH:26]3)[n:15][cH:16][nH:17]2)[n:3][c:4]2[c:5]1[cH:6][cH:7][cH:8][cH:9]2>>[nH:1]1[c:2]([NH:10][C:11](=[O:12])[c:13]2[c:14]([C:18](=[O:19])[NH:20][c:21]3[c:22]([CH3:33])[cH:23][c:24]([N:27]4[CH2:28][CH2:29][N:30]([S:40]([c:34]5[cH:35][cH:36][cH:37][cH:38][cH:39]5)(=[O:41])=[O:42])[CH2:31][CH2:32]4)[cH:25][cH:26]3)[n:15][cH:16][nH:17]2)[n:3][c:4]2[c:5]1[cH:6][cH:7][cH:8][cH:9]2.